Dataset: the Open Reaction Database (ORD), a public repository of structured organic reaction records. Task: describe an organic reaction: reactants, conditions, products, and yield Starting materials: N#CCC(=O)O, CN(C)C=O, CC1C2CCC(C2)C1C=O, [NH4+], [OH-], c1ccccc1. The product is CC1C(=CCC#N)C2CCC1C2. As a reaction SMILES: [C:11](#[N:12])[CH2:13][C:14]([OH:15])=[O:16].[CH3:19][N:20]([CH3:21])[CH:22]=[O:23].[CH:1](=[O:2])[CH:3]1[CH:4]2[CH2:5][CH2:6][CH:7]([CH:8]1[CH3:9])[CH2:10]2.[NH4+:17].[OH-:18].[cH:24]1[cH:25][cH:26][cH:27][cH:28][cH:29]1>>[CH:1](=[C:3]1[CH:4]2[CH2:5][CH2:6][CH:7]([CH:8]1[CH3:9])[CH2:10]2)[CH2:13][C:11]#[N:12]. Reactants: CO, CC(OCc1cccc(Br)n1)C(=O)[O-], [Li+], [OH-]. Product: O=C(O)COCc1cccc(Br)n1. As a reaction SMILES: [CH3:17][OH:18].[CH3:1][CH:2]([C:3](=[O:4])[O-:5])[O:6][CH2:7][c:8]1[n:9][c:10]([Br:14])[cH:11][cH:12][cH:13]1.[Li+:15].[OH-:16]>>[CH2:2]([C:3](=[O:4])[OH:5])[O:6][CH2:7][c:8]1[n:9][c:10]([Br:14])[cH:11][cH:12][cH:13]1. Starting materials: [BH4-], CO, CN1CCC(C(=O)c2ccc(Cl)cc2)CC1, [Na+]. The product is CN1CCC(C(O)c2ccc(Cl)cc2)CC1. As a reaction SMILES: [BH4-:17].[CH3:19][OH:20].[Cl:1][c:2]1[cH:3][cH:4][c:5]([C:8](=[O:9])[CH:10]2[CH2:11][CH2:12][N:13]([CH3:16])[CH2:14][CH2:15]2)[cH:6][cH:7]1.[Na+:18]>>[Cl:1][c:2]1[cH:3][cH:4][c:5]([CH:8]([OH:9])[CH:10]2[CH2:11][CH2:12][N:13]([CH3:16])[CH2:14][CH2:15]2)[cH:6][cH:7]1. Reactants: Brc1cnc(I)nc1, COCCOC, CCCCCCCCOc1ccc(B(O)O)c(F)c1F, [Na+], [Na+], O=C([O-])[O-], O. The product is CCCCCCCCOc1ccc(-c2ncc(Br)cn2)c(F)c1F. Reaction SMILES: [Br:1][c:2]1[cH:3][n:4][c:5]([I:8])[n:6][cH:7]1.[CH3:36][O:37][CH2:38][CH2:39][O:40][CH3:41].[F:15][c:16]1[c:17]([B:32]([OH:33])[OH:34])[cH:18][cH:19][c:20]([O:23][CH2:24][CH2:25][CH2:26][CH2:27][CH2:28][CH2:29][CH2:30][CH3:31])[c:21]1[F:22].[Na+:10].[Na+:9].[O-:11][C:12](=[O:13])[O-:14].[OH2:35]>>[Br:1][c:2]1[cH:3][n:4][c:5](-[c:17]2[c:16]([F:15])[c:21]([F:22])[c:20]([O:23][CH2:24][CH2:25][CH2:26][CH2:27][CH2:28][CH2:29][CH2:30][CH3:31])[cH:19][cH:18]2)[n:6][cH:7]1.